From a dataset of the Open Reaction Database (ORD), a public repository of structured organic reaction records. describe an organic reaction: reactants, conditions, products, and yield Reported procedure: 0.50 mL TFA were added to 57 mg (0.10 mmol) tert-butyl[4′-(3,4-dimethyl-2-oxo-2,3-dihydro-benzoxazole-6-carbonyl)-4-(7-methoxy-2-oxo-1,2,4,5-tetrahydro-benzo[d][1,3]diazepin-3-yl)-3,4,5,6-tetrahydro-2H-[1,2′]bipyridinyl-6′-yl]-carbamate in 5.00 mL DCM and stirred for 3 h at RT. Then another 0.50 mL TFA were added and the mixture was stirred overnight at RT. Then the reaction mixture was evaporated down, the residue was dissolved in DMF and purified by preparative HPLC-MS. The fractions containin... The solvent is C(Cl)Cl (DCM). The reactants are C(=O)(C(F)(F)F)O (TFA), C(C)(C)(C)OC(NC1=CC(=CC(=N1)N1CCC(CC1)N1C(NC2=C(CC1)C=C(C=C2)OC)=O)C(=O)C2=CC1=C(N(C(O1)=O)C)C(=C2)C)=O (tert-butyl[4′-(3,4-dimethyl-2-oxo-2,3-dihydro-benzoxazole-6-carbonyl)-4-(7-methoxy-2-oxo-1,2,4,5-tetrahydro-benzo[d][1,3]diazepin-3-yl)-3,4,5,6-tetrahydro-2H-[1,2′]bipyridinyl-6′-yl]-carbamate), C(=O)(C(F)(F)F)O (TFA). The product is NC1=CC(=CC(=N1)N1CCC(CC1)N1C(NC2=C(CC1)C=C(C=C2)OC)=O)C(=O)C2=CC1=C(N(C(O1)=O)C)C(=C2)C (3-[6′-amino-4′-(3,4-dimethyl-2-oxo-2,3-dihydro-benzoxazole-6-carbonyl)-3,4,5,6-tetrahydro-2H-[1,2′]bipyridinyl-4-yl]-7-methoxy-1,3,4,5-tetrahydro-benzo[d][1,3]diazepin-2-one). Reaction conditions: time 3 hour. Reaction SMILES: C(O)(C(F)(F)F)=O.C(OC(=O)[NH:14][C:15]1[N:20]=[C:19]([N:21]2[CH2:26][CH2:25][CH:24]([N:27]3[CH2:33][CH2:32][C:31]4[CH:34]=[C:35]([O:38][CH3:39])[CH:36]=[CH:37][C:30]=4[NH:29][C:28]3=[O:40])[CH2:23][CH2:22]2)[CH:18]=[C:17]([C:41]([C:43]2[CH:53]=[C:52]([CH3:54])[C:46]3[N:47]([CH3:51])[C:48](=[O:50])[O:49][C:45]=3[CH:44]=2)=[O:42])[CH:16]=1)(C)(C)C>C(Cl)Cl>[NH2:14][C:15]1[N:20]=[C:19]([N:21]2[CH2:26][CH2:25][CH:24]([N:27]3[CH2:33][CH2:32][C:31]4[CH:34]=[C:35]([O:38][CH3:39])[CH:36]=[CH:37][C:30]=4[NH:29][C:28]3=[O:40])[CH2:23][CH2:22]2)[CH:18]=[C:17]([C:41]([C:43]2[CH:53]=[C:52]([CH3:54])[C:46]3[N:47]([CH3:51])[C:48](=[O:50])[O:49][C:45]=3[CH:44]=2)=[O:42])[CH:16]=1. The reactants are ClC1=CC(=C(C=C1OC)C=1N=C(SC1CCC1CCCCC1)NC(=O)C=1N(C2=C(C=C(C=C2C1)C)C)CC(=O)OC)OC (Methyl 2-(4- (4-chloro-2,5-dimethoxyphenyl)-5-cyclohexylethyl-2-thiazolylcarbamoyl)-5,7-dimethyl-1-indoleacetate), C(=O)([O-])[O-].[K+].[K+] (K2CO3), Cl (HCl). The solvent is O (water), C(CCC)O (n-butanol). Reaction conditions: temperature 90 celsius. Yields the product ClC1=CC(=C(C=C1OC)C=1N=C(SC1CCC1CCCCC1)NC(=O)C=1N(C2=C(C=C(C=C2C1)C)C)CC(=O)O)OC (2-(4- (4-Chloro-2,5-dimethoxyphenyl)-5-cyclohexylethyl-2-thiazolylcarbamoyl)-5,7-dimethyl-1-indoleacetic acid). The yield is 79.3%. RXN SMILES: [Cl:1][C:2]1[C:7]([O:8][CH3:9])=[CH:6][C:5]([C:10]2[N:11]=[C:12]([NH:23][C:24]([C:26]3[N:27]([CH2:37][C:38]([O:40]C)=[O:39])[C:28]4[C:33]([CH:34]=3)=[CH:32][C:31]([CH3:35])=[CH:30][C:29]=4[CH3:36])=[O:25])[S:13][C:14]=2[CH2:15][CH2:16][CH:17]2[CH2:22][CH2:21][CH2:20][CH2:19][CH2:18]2)=[C:4]([O:42][CH3:43])[CH:3]=1.C([O-])([O-])=O.[K+].[K+].Cl>O.C(O)CCC>[Cl:1][C:2]1[C:7]([O:8][CH3:9])=[CH:6][C:5]([C:10]2[N:11]=[C:12]([NH:23][C:24]([C:26]3[N:27]([CH2:37][C:38]([OH:40])=[O:39])[C:28]4[C:33]([CH:34]=3)=[CH:32][C:31]([CH3:35])=[CH:30][C:29]=4[CH3:36])=[O:25])[S:13][C:14]=2[CH2:15][CH2:16][CH:17]2[CH2:18][CH2:19][CH2:20][CH2:21][CH2:22]2)=[C:4]([O:42][CH3:43])[CH:3]=1 |f:1.2.3|. Procedure details: A mixture of 4 g of the compound obtained in step A of Example 5a, 2.65 g of K2CO3 in 9.2 ml of water and 16 ml of n-butanol is heated at 90° C. for 12 hours. After cooling to RT, 19.2 ml of 2N HCl are added. The white precipitate formed is washed with 3 times 200 ml of water and then 3 times 200 ml of ethyl ether. 3.1 g of the expected product are obtained: m.p.=241° C. The reactants are CN(C)C (trimethylamine), COC(C(C)O)(C1=CC2=CC=C(C=C2C=C1)OC)OC (1,1-dimethoxy-1-(6-methoxy-2-naphthyl)propan-2-ol), CS(=O)(=O)Cl (methanesulfonyl chloride). Solvent: C(Cl)Cl (methylene chloride). Reaction conditions: temperature 10 celsius, time 30 minute. Product: CS(=O)(=O)OC(C(C1=CC2=CC=C(C=C2C=C1)OC)(OC)OC)C (1,1-dimethoxy-1-(6-methoxy-2-naphthyl)prop-2-yl methanesulfonate). Reaction SMILES: [CH3:1][O:2][C:3]([O:19][CH3:20])([C:7]1[CH:16]=[CH:15][C:14]2[C:9](=[CH:10][CH:11]=[C:12]([O:17][CH3:18])[CH:13]=2)[CH:8]=1)[CH:4]([OH:6])[CH3:5].CN(C)C.[CH3:25][S:26](Cl)(=[O:28])=[O:27]>C(Cl)Cl>[CH3:25][S:26]([O:6][CH:4]([CH3:5])[C:3]([O:19][CH3:20])([O:2][CH3:1])[C:7]1[CH:16]=[CH:15][C:14]2[C:9](=[CH:10][CH:11]=[C:12]([O:17][CH3:18])[CH:13]=2)[CH:8]=1)(=[O:28])=[O:27]. Procedure: The crude oil, 1,1-dimethoxy-1-(6-methoxy-2-naphthyl)propan-2-ol, from Example 5 is dissolved in 250 ml of methylene chloride and cooled to 10° C. Then 12.2 g of trimethylamine is added and the reaction mixture is cooled to about 5° C. Over a 15 minute period, 10.55 g of methanesulfonyl chloride is added. The reaction mixture is stirred for about 30 minutes at 0°-5° C. Separation of the triethylamine hydrochloride as a precipitate is observed. The reaction mixture then is poured into 200 ml of w... Starting materials: C(C)C=1C=CC2=C(C=CC3=C(N=C(O3)C)C2C=2C(NC(NC2)=O)=O)C1 ((±)-5-(7-Ethyl-2-methyl-4H-benzo[5,6]cyclohepta[1,2-d]oxazol-4-yl)-2,4(1H,3H)-pyrimidinedione), C(C)OC(=O)C=1N=C(OC1)CBr (2-bromomethyl-4-oxazolecarboxylic acid ethyl ester). Product: C(C)C=1C=CC2=C(C=CC3=C(N=C(O3)C)C2C=2C(NC(N(C2)CC=2OC=C(N2)C(=O)OCC)=O)=O)C1 ((±)-2-[[5-(7-Ethyl-2-methyl-4H-benzo[5,6]cyclohepta[1,2-d]oxazol-4-yl)-3,4-dihydro-2,4-dioxo-1(2H)-pyrimidinyl]methyl]-4-oxazolecarboxylic acid, ethyl ester). RXN SMILES: [CH2:1]([C:3]1[CH:4]=[CH:5][C:6]2[CH:16]([C:17]3[C:18](=[O:24])[NH:19][C:20](=[O:23])[NH:21][CH:22]=3)[C:11]3[N:12]=[C:13]([CH3:15])[O:14][C:10]=3[CH:9]=[CH:8][C:7]=2[CH:25]=1)[CH3:2].[CH2:26]([O:28][C:29]([C:31]1[N:32]=[C:33]([CH2:36]Br)[O:34][CH:35]=1)=[O:30])[CH3:27]>>[CH2:1]([C:3]1[CH:4]=[CH:5][C:6]2[CH:16]([C:17]3[C:18](=[O:24])[NH:19][C:20](=[O:23])[N:21]([CH2:36][C:33]4[O:34][CH:35]=[C:31]([C:29]([O:28][CH2:26][CH3:27])=[O:30])[N:32]=4)[CH:22]=3)[C:11]3[N:12]=[C:13]([CH3:15])[O:14][C:10]=3[CH:9]=[CH:8][C:7]=2[CH:25]=1)[CH3:2]. Reported procedure: The subtitle compound was prepared from the product of example 3 step (vii) (2.2 g) and 2-bromomethyl-4-oxazolecarboxylic acid ethyl ester (0.52 g) using the method of example 1 step (viii). Purification was by chromatography eluting with ethyl acetate. The reactants are COC1=C2CC=C(C2=CC=C1)C(F)(F)F (4-methoxy-1-trifluoromethyl-3H-inden), B(Br)(Br)Br (BBr3). Solvent: C(Cl)Cl (CH2Cl2). Run at time 1 hour. Product: FC(C1=CCC=2C(=CC=CC12)O)(F)F (1-trifluoromethyl-3H-inden-4-ol). Isolated yield 48.0%. Reaction SMILES: C[O:2][C:3]1[CH:11]=[CH:10][CH:9]=[C:8]2[C:4]=1[CH2:5][CH:6]=[C:7]2[C:12]([F:15])([F:14])[F:13].B(Br)(Br)Br>C(Cl)Cl>[F:13][C:12]([F:14])([F:15])[C:7]1[C:8]2[CH:9]=[CH:10][CH:11]=[C:3]([OH:2])[C:4]=2[CH2:5][CH:6]=1. Procedure details: To a suspension of 4-methoxy-1-trifluoromethyl-indan-1-ol (170 mg, 0.73 mmol) in benzene (4 mL) was added p-toluenesulfonic acid (139 mg, 0.73 mmol). The mixture was stirred overnight at 80° C., and concentrated under reduced pressure. The crude residue was purified by column chromatography to give 4-methoxy-1-trifluoromethyl-3H-inden. The 4-methoxy-1-trifluoromethyl-3H-inden was dissolved in CH2Cl2 (2 ml) and 1M-BBr3 (in CH2Cl2, 1.46 mL, 1.46 mmol) was added dropwise. The mixture was stirred fo...